This data is from the Open Reaction Database (ORD), a public repository of structured organic reaction records. The task is: describe an organic reaction: reactants, conditions, products, and yield Isolated yield 77.0%. Run in C(C)(=O)OCC (ethyl acetate), C(C)(=O)OCC (ethyl acetate). As a reaction SMILES: C(O)C.[CH2:4]([C:6]1[CH:26]=[CH:25][C:9]([O:10][C:11]2[C:12]([NH:17][C@H:18]3[CH2:23][CH2:22][C@H:21]([OH:24])[CH2:20][CH2:19]3)=[N:13][CH:14]=[N:15][CH:16]=2)=[CH:8][CH:7]=1)[CH3:5].[Cl:27]C1C(OC2C=CC(CC)=CC=2)=CN=CN=1>C(OCC)(=O)C>[ClH:27].[CH2:4]([C:6]1[CH:26]=[CH:25][C:9]([O:10][C:11]2[C:12]([NH:17][C@H:18]3[CH2:19][CH2:20][C@H:21]([OH:24])[CH2:22][CH2:23]3)=[N:13][CH:14]=[N:15][CH:16]=2)=[CH:8][CH:7]=1)[CH3:5] |f:4.5|. The product is Cl.C(C)C1=CC=C(OC=2C(=NC=NC2)N[C@@H]2CC[C@H](CC2)O)C=C1 (5-(4-ethylphenoxy)-4-(trans-4-hydroxycyclohexylamino)pyrimidine hydrochloride). Reactants: C(C)O (ethanol), C(C)C1=CC=C(OC=2C(=NC=NC2)N[C@@H]2CC[C@H](CC2)O)C=C1 (5-(4-ethylphenoxy)-4-(trans-4-hydroxycyclohexylamino)pyrimidine), ClC1=NC=NC=C1OC1=CC=C(C=C1)CC (4-chloro-5-(4-ethylphenoxy)pyrimidine). Procedure: Science, 230-440 mesh) (13×4 cm column bed) using ethyl acetate as the eluent for the first 1.2 L and then with 5% ethanol in ethyl acetate. The fractions that contained homogeneous product were spin evaporated in vacuo to give a syrup. The pure 5-(4-ethylphenoxy)-4-(trans-4-hydroxycyclohexylamino)pyrimidine was converted to the hydrochloride by the same procedure described in Example 4. The residue was triturated under ethyl acetate to give a white solid which was collected, washed with ethyl a... Reactants: CCCCCC (n-hexane), ClC1=NC2=CC=C(C=C2C(=N1)C1=CC=CC=C1)Cl (2,6-dichloro-4-phenylquinazoline), ice water, COC(CN)OC (2,2-dimethoxyethylamine). Solvent: CS(=O)C (dimethylsulfoxide). The product is ClC=1C=C2C(=NC(=NC2=CC1)NCC(OC)OC)C1=CC=CC=C1 (6-chloro-2-(2,2-dimethoxyethylamino)-4-phenylquinazoline). Yield: 100.4%. RXN SMILES: Cl[C:2]1[N:11]=[C:10]([C:12]2[CH:17]=[CH:16][CH:15]=[CH:14][CH:13]=2)[C:9]2[C:4](=[CH:5][CH:6]=[C:7]([Cl:18])[CH:8]=2)[N:3]=1.[CH3:19][O:20][CH:21]([O:24][CH3:25])[CH2:22][NH2:23].CCCCCC>CS(C)=O>[Cl:18][C:7]1[CH:8]=[C:9]2[C:4](=[CH:5][CH:6]=1)[N:3]=[C:2]([NH:23][CH2:22][CH:21]([O:24][CH3:25])[O:20][CH3:19])[N:11]=[C:10]2[C:12]1[CH:17]=[CH:16][CH:15]=[CH:14][CH:13]=1. Procedure: The starting material may be prepared as follows: To a suspension of 5.5 g of 2,6-dichloro-4-phenylquinazoline in 70 ml of dimethylsulfoxide was added 4.2 g of 2,2-dimethoxyethylamine. The mixture was heated at 90°-100° C. for 1.5 hours with stirring. After cooling, the mixture was poured into 400 ml of ice-water. The resulting mixture was stirred with a small quantity of n-hexane, and the precipitate that formed was collected by filtration, washed with water and dried to give 6.9 g of 6-chloro-... The reactants are C1(=CC=CC=C1)CCCCCCCCNC(C1=CC(=C(C(=C1)C1=CC(=CC(=C1)C)C)OCCO)C1=CC(=CC(=C1)C)C)=O (N-8-phenyloctyl-3,5-bis-(3,5-dimethylphenyl)-4-(2-hydroxyethoxy)benzamide), C[N+]1(CCOCC1)[O-] (NMMO), O (water), C[N+]1(CCOCC1)[O-] (NMMO), C[N+]1(CCOCC1)[O-] (NMMO), S([O-])(O)=O.[Na+].S(=O)([O-])S(=O)[O-].[Na+].[Na+] (sodium bisulfite sodium dithionite). The reagents and catalysts are CCC[N+](CCC)(CCC)CCC.[O-][Ru](=O)(=O)=O (TPAP), CCC[N+](CCC)(CCC)CCC.[O-][Ru](=O)(=O)=O (TPAP). The solvent is C(C)#N (acetonitrile), CCOC(=O)C (EtOAc), Hexanes, CC(=O)O (CH3COOH). Conditions: time 2 hour. Product: CC=1C=C(C=C(C1)C)C1=C(C(=CC(=C1)C(NCCCCCCCCC1=CC=CC=C1)=O)C1=CC(=CC(=C1)C)C)OCC(=O)O ([3,5,3″,5″-Tetramethyl-5′-(8-phenyl-octylcarbamoyl)-[1,1′;3′,1″]terphenyl-2′-yloxy]acetic acid). The yield is 23.0%. RXN SMILES: [C:1]1([CH2:7][CH2:8][CH2:9][CH2:10][CH2:11][CH2:12][CH2:13][CH2:14][NH:15][C:16](=[O:43])[C:17]2[CH:22]=[C:21]([C:23]3[CH:28]=[C:27]([CH3:29])[CH:26]=[C:25]([CH3:30])[CH:24]=3)[C:20]([O:31][CH2:32][CH2:33][OH:34])=[C:19]([C:35]3[CH:40]=[C:39]([CH3:41])[CH:38]=[C:37]([CH3:42])[CH:36]=3)[CH:18]=2)[CH:6]=[CH:5][CH:4]=[CH:3][CH:2]=1.C[N+]1([O-])CC[O:48]CC1.O.S(=O)(O)[O-].[Na+].S(S([O-])=O)([O-])=O.[Na+].[Na+]>C(#N)C.CCC[N+](CCC)(CCC)CCC.[O-][Ru](=O)(=O)=O.CC(O)=O.CCOC(C)=O>[CH3:29][C:27]1[CH:28]=[C:23]([C:21]2[CH:22]=[C:17]([C:16](=[O:43])[NH:15][CH2:14][CH2:13][CH2:12][CH2:11][CH2:10][CH2:9][CH2:8][CH2:7][C:1]3[CH:2]=[CH:3][CH:4]=[CH:5][CH:6]=3)[CH:18]=[C:19]([C:35]3[CH:40]=[C:39]([CH3:41])[CH:38]=[C:37]([CH3:42])[CH:36]=3)[C:20]=2[O:31][CH2:32][C:33]([OH:48])=[O:34])[CH:24]=[C:25]([CH3:30])[CH:26]=1 |f:3.4.5.6.7,9.10|. Procedure: To a solution of N-8-phenyloctyl-3,5-bis-(3,5-dimethylphenyl)-4-(2-hydroxyethoxy)benzamide (850 mg, 1.47 mmol) in 15 mL of acetonitrile was added NMMO (415 mg, 3.05 mmol) and TPAP (52 mg, 0.149 mmol). The reaction was stirred for 2 hours then an additional 40 mg, 0.3 mmol NMMO and 52 mg, 0.149 mmol TPAP were added. The reaction was stirred overnight and an additional 40 mg, 0.3 mmol, NMMO was added. The reaction was stirred an additional two hours then water was added followed by the addition of...